Dataset: the Open Reaction Database (ORD), a public repository of structured organic reaction records. Task: describe an organic reaction: reactants, conditions, products, and yield Starting materials: COC(=O)Cc1cccc(Br)c1, CN(C)C=O, COc1cc2ncnc(Cl)c2cc1OC, [H-], [Na+], O, c1ccncc1. Product: COC(=O)C(c1cccc(Br)c1)c1ncnc2cc(OC)c(OC)cc12. Reaction SMILES: [Br:3][c:4]1[cH:5][c:6]([CH2:10][C:11](=[O:12])[O:13][CH3:14])[cH:7][cH:8][cH:9]1.[CH3:37][N:38]([CH3:39])[CH:40]=[O:41].[Cl:15][c:16]1[n:17][cH:18][n:19][c:20]2[cH:21][c:22]([O:28][CH3:29])[c:23]([O:26][CH3:27])[cH:24][c:25]12.[H-:1].[Na+:2].[OH2:30].[cH:31]1[cH:32][cH:33][n:34][cH:35][cH:36]1>>[Br:3][c:4]1[cH:5][c:6]([CH:10]([C:11](=[O:12])[O:13][CH3:14])[c:16]2[n:17][cH:18][n:19][c:20]3[cH:21][c:22]([O:28][CH3:29])[c:23]([O:26][CH3:27])[cH:24][c:25]23)[cH:7][cH:8][cH:9]1. The reactants are ClCCCCCCCCC=C (10-chlorodecene), C(C=C)(=O)OC (methyl acrylate). The reagents and catalysts are catalyst. Solvent: C(Cl)Cl (CH2Cl2), C(Cl)Cl (CH2Cl2). Run at time 4 hour. The product is ClCCCCCCCC/C=C/C(=O)OC ((E)-methyl 11-chloroundec-2-enoate). Isolated yield 85.0%. As a reaction SMILES: [Cl:1][CH2:2][CH2:3][CH2:4][CH2:5][CH2:6][CH2:7][CH2:8][CH2:9][CH:10]=[CH2:11].[C:12]([O:16][CH3:17])(=[O:15])C=C>C(Cl)Cl>[Cl:1][CH2:2][CH2:3][CH2:4][CH2:5][CH2:6][CH2:7][CH2:8][CH2:9]/[CH:10]=[CH:11]/[C:12]([O:16][CH3:17])=[O:15]. Procedure: To a flame-dried round-bottomed flask, evacuated and backfilled with nitrogen (3×), was added 10-chlorodecene (1 equiv, 16 mmol, 2.79 g), methyl acrylate (25 equiv, 395 mmol, 36 mL), and CH2Cl2 (140 mL). Grubbs 2 catalyst (0.031 equiv, 0.48 mmol, 416 mg) was dissolved in CH2Cl2 (15 mL) and added to the reaction mixture in one portion. The reaction was stirred for 4 h, concentrated in vacuo, and purified by flash column chromatography (3% EtOAc/Hex) to afford (E)-methyl 11-chloroundec-2-enoate (3... RXN SMILES: [C:17](=[O:18])([O-:19])[O-:20].[CH:23]([CH3:24])([CH3:25])[Br:26].[K+:21].[K+:22].[O:27]=[CH:28][N:29]([CH3:30])[CH3:31].[OH2:32].[OH:1][c:2]1[cH:3][cH:4][c:5]([CH:15]=[O:16])[c:6]2[c:7]1[o:8][c:9]1[c:10]2[cH:11][cH:12][cH:13][cH:14]1>>[O:1]([c:2]1[cH:3][cH:4][c:5]([CH:15]=[O:16])[c:6]2[c:7]1[o:8][c:9]1[c:10]2[cH:11][cH:12][cH:13][cH:14]1)[CH:23]([CH3:24])[CH3:25]. Product: CC(C)Oc1ccc(C=O)c2c1oc1ccccc12. The reactants are O=C([O-])[O-], CC(C)Br, [K+], [K+], CN(C)C=O, O, O=Cc1ccc(O)c2oc3ccccc3c12. The product is C(C)(=O)N1CCN(CC1)CC1(CN=C(S1)C=1NC2=C(C=CC=C2C1)N(S(=O)(=O)C=1SC=CC1)C)C (N-(2-{5-[(4-acetylpiperazin-1-yl)methyl]-5-methyl-4,5-dihydro-1,3-thiazol-2-yl}-1H-indol-7-yl)-N-methylthiophene-2-sulfonamide). Run at temperature 0 celsius, time 1 hour. Run in N1=CC=CC=C1 (pyridine). Isolated yield 84.0%. Reactants: CN(S(=O)(=O)C=1SC=CC1)C=1C=CC=C2C=C(NC12)C=1SC(CN1)(CN1CCNCC1)C (N-methyl-N-{2-[5-methyl-5-(piperazine-1-ylmethyl)-4,5-dihydro-1,3-thiazol-2-yl]-1H-indol-7-yl}thiophene-2-sulfonamide), C(C)(=O)OC(C)=O (acetic anhydride). Reaction SMILES: [CH3:1][N:2]([C:11]1[CH:12]=[CH:13][CH:14]=[C:15]2[C:19]=1[NH:18][C:17]([C:20]1[S:21][C:22]([CH3:32])([CH2:25][N:26]3[CH2:31][CH2:30][NH:29][CH2:28][CH2:27]3)[CH2:23][N:24]=1)=[CH:16]2)[S:3]([C:6]1[S:7][CH:8]=[CH:9][CH:10]=1)(=[O:5])=[O:4].[C:33](OC(=O)C)(=[O:35])[CH3:34]>N1C=CC=CC=1>[C:33]([N:29]1[CH2:30][CH2:31][N:26]([CH2:25][C:22]2([CH3:32])[S:21][C:20]([C:17]3[NH:18][C:19]4[C:15]([CH:16]=3)=[CH:14][CH:13]=[CH:12][C:11]=4[N:2]([CH3:1])[S:3]([C:6]3[S:7][CH:8]=[CH:9][CH:10]=3)(=[O:5])=[O:4])=[N:24][CH2:23]2)[CH2:27][CH2:28]1)(=[O:35])[CH3:34]. Procedure details: A mixture of N-methyl-N-{2-[5-methyl-5-(piperazine-1-ylmethyl)-4,5-dihydro-1,3-thiazol-2-yl]-1H-indol-7-yl}thiophene-2-sulfonamide (0.21 g), acetic anhydride (0.30 ml) and pyridine (6 ml) was stirred at 0° C. for 1 hr, and concentrated. Water was added to the residue, and the mixture was extracted with ethyl acetate. The ethyl acetate layer was washed with saturated brine, dried (MgSO4), and concentrated. The residue was subjected to silica gel column chromatography to give the title compound (0... Reactants: C=CC#N, CCO, OC(c1ccc(F)cc1)(c1ccccn1)C1CCNCC1. The product is N#CCCN1CCC(C(O)(c2ccc(F)cc2)c2ccccn2)CC1. Reaction SMILES: [CH2:1]=[CH:2][C:3]#[N:4].[CH3:26][CH2:27][OH:28].[F:5][c:6]1[cH:7][cH:8][c:9]([C:12]([OH:13])([CH:14]2[CH2:15][CH2:16][NH:17][CH2:18][CH2:19]2)[c:20]2[n:21][cH:22][cH:23][cH:24][cH:25]2)[cH:10][cH:11]1>>[CH2:1]([CH2:2][C:3]#[N:4])[N:17]1[CH2:16][CH2:15][CH:14]([C:12]([c:9]2[cH:8][cH:7][c:6]([F:5])[cH:11][cH:10]2)([OH:13])[c:20]2[n:21][cH:22][cH:23][cH:24][cH:25]2)[CH2:19][CH2:18]1. Reactants: C1CCCC2=CC=CC=C12 (tetralin), [H][H] (hydrogen), C1CCCC2=CC=CC=C12 (tetralin). Product: C1=CC=CC2=CC=CC=C12 (naphthalene). RXN SMILES: [CH2:1]1[C:10]2[C:5](=[CH:6][CH:7]=[CH:8][CH:9]=2)[CH2:4][CH2:3][CH2:2]1.[H][H]>>[CH:9]1[C:10]2[C:5](=[CH:4][CH:3]=[CH:2][CH:1]=2)[CH:6]=[CH:7][CH:8]=1. Procedure details: In practice tetralin together with the catalyst to be tested is introduced into a small unstirred autoclave. No hydrogen is added to the autoclave. The autoclave is heated to an elevated temperature, and the tetralin dehydrogenates as the equilibrium shifts towards a new value characteristic of the elevated temperature used. The rate at which the system moves towards equilibrium and hence the quantity of naphthalene produced in a given time depends upon the activity of the catalyst. The quantity... Starting materials: IC=1N=C(SC1)C (4-iodo-2-methylthiazole), C(CC#C)C=1OC2=C(N1)C=C(C=C2Cl)F (2-(but-3-ynyl)-7-chloro-5-fluorobenzo[d]oxazole). Yields the product ClC1=CC(=CC=2N=C(OC21)CCC#CC=2N=C(SC2)C)F (7-chloro-5-fluoro-2-(4-(2-methylthiazol-4-yl)but-3-ynyl)benzo[d]oxazole). Isolated yield 55.1%. As a reaction SMILES: I[C:2]1[N:3]=[C:4]([CH3:7])[S:5][CH:6]=1.[CH2:8]([C:12]1[O:13][C:14]2[C:20]([Cl:21])=[CH:19][C:18]([F:22])=[CH:17][C:15]=2[N:16]=1)[CH2:9][C:10]#[CH:11]>>[Cl:21][C:20]1[C:14]2[O:13][C:12]([CH2:8][CH2:9][C:10]#[C:11][C:2]3[N:3]=[C:4]([CH3:7])[S:5][CH:6]=3)=[N:16][C:15]=2[CH:17]=[C:18]([F:22])[CH:19]=1. Reported procedure: The title compound was prepared in accordance with the general method of Example 1, from 4-iodo-2-methylthiazole (200 mg, 0.89 mmol) and 2-(but-3-ynyl)-7-chloro-5-fluorobenzo[d]oxazole (199 mg, 0.89 mmol). The crude residue was purified by flash chromatography (cyclohexane/AcOEt 85:15) to yield 157 mg (0.49 mmol, 55%) of 7-chloro-5-fluoro-2-(4-(2-methylthiazol-4-yl)but-3-ynyl)benzo[d]oxazole as a yellow solid. Reactants: C[Si](C)(C)[N-][Si](C)(C)C, COc1cc2c(Cl)ncnc2cc1OCCCN1CCOCC1, COC(C)CC#Cc1cc(Cl)c(N)c2c1OCO2, [Na+], CN(C)C=O. Product: COc1cc2c(Nc3c(Cl)cc(C#CCC(C)OC)c4c3OCO4)ncnc2cc1OCCCN1CCOCC1. As a reaction SMILES: [CH3:42][Si:43]([N-:44][Si:45]([CH3:46])([CH3:47])[CH3:48])([CH3:49])[CH3:50].[Cl:1][c:2]1[n:3][cH:4][n:5][c:6]2[cH:7][c:8]([O:14][CH2:15][CH2:16][CH2:17][N:18]3[CH2:19][CH2:20][O:21][CH2:22][CH2:23]3)[c:9]([O:12][CH3:13])[cH:10][c:11]12.[Cl:24][c:25]1[c:26]([NH2:41])[c:27]2[c:28]([c:32]([C:34]#[C:35][CH2:36][CH:37]([CH3:38])[O:39][CH3:40])[cH:33]1)[O:29][CH2:30][O:31]2.[Na+:51].[O:52]=[CH:53][N:54]([CH3:55])[CH3:56]>>[c:2]1([NH:41][c:26]2[c:25]([Cl:24])[cH:33][c:32]([C:34]#[C:35][CH2:36][CH:37]([CH3:38])[O:39][CH3:40])[c:28]3[c:27]2[O:31][CH2:30][O:29]3)[n:3][cH:4][n:5][c:6]2[cH:7][c:8]([O:14][CH2:15][CH2:16][CH2:17][N:18]3[CH2:19][CH2:20][O:21][CH2:22][CH2:23]3)[c:9]([O:12][CH3:13])[cH:10][c:11]12.